This data is from the Open Reaction Database (ORD), a public repository of structured organic reaction records. The task is: describe an organic reaction: reactants, conditions, products, and yield The reactants are ClCCl, CCC(O)c1ccccc1-c1ccc2[nH]c(COc3ccc(C(F)(F)F)cc3)nc2c1. Yields the product CCC(=O)c1ccccc1-c1ccc2[nH]c(COc3ccc(C(F)(F)F)cc3)nc2c1. As a reaction SMILES: [Cl:32][CH2:33][Cl:34].[F:1][C:2]([c:3]1[cH:4][cH:5][c:6]([O:7][CH2:8][c:9]2[n:10][c:11]3[c:12]([nH:13]2)[cH:14][cH:15][c:16](-[c:18]2[c:19]([CH:24]([CH2:25][CH3:26])[OH:27])[cH:20][cH:21][cH:22][cH:23]2)[cH:17]3)[cH:28][cH:29]1)([F:30])[F:31]>>[F:1][C:2]([c:3]1[cH:4][cH:5][c:6]([O:7][CH2:8][c:9]2[n:10][c:11]3[c:12]([nH:13]2)[cH:14][cH:15][c:16](-[c:18]2[c:19]([C:24]([CH2:25][CH3:26])=[O:27])[cH:20][cH:21][cH:22][cH:23]2)[cH:17]3)[cH:28][cH:29]1)([F:30])[F:31].